From a dataset of the Open Reaction Database (ORD), a public repository of structured organic reaction records. describe an organic reaction: reactants, conditions, products, and yield Reactants: CN(C1=NC2=CC=C(C=C2N=C1)Cl)C1=CC=C(C=C1)O (4-[N-methyl-N-(6-chloro-2-quinoxalinyl)amino]phenol), BrC(C(=O)OCC)C (ethyl 2-bromopropionate), C([O-])([O-])=O.[K+].[K+] (potassium carbonate). Run in CC(CC)=O (butanone). Product: CN(C1=NC2=CC=C(C=C2N=C1)Cl)C1=CC=C(OC(C(=O)OCC)C)C=C1 (ethyl 2-{4-[N-methyl-N-(6-chloro-2-quinoxalinyl)amino]phenoxy}propionate). Reaction SMILES: [CH3:1][N:2]([C:14]1[CH:19]=[CH:18][C:17]([OH:20])=[CH:16][CH:15]=1)[C:3]1[CH:12]=[N:11][C:10]2[C:5](=[CH:6][CH:7]=[C:8]([Cl:13])[CH:9]=2)[N:4]=1.Br[CH:22]([CH3:28])[C:23]([O:25][CH2:26][CH3:27])=[O:24].C(=O)([O-])[O-].[K+].[K+]>CC(=O)CC>[CH3:1][N:2]([C:14]1[CH:19]=[CH:18][C:17]([O:20][CH:22]([CH3:28])[C:23]([O:25][CH2:26][CH3:27])=[O:24])=[CH:16][CH:15]=1)[C:3]1[CH:12]=[N:11][C:10]2[C:5](=[CH:6][CH:7]=[C:8]([Cl:13])[CH:9]=2)[N:4]=1 |f:2.3.4|. Reported procedure: A mixture of 4-[N-methyl-N-(6-chloro-2-quinoxalinyl)amino]phenol (4 mmole), ethyl 2-bromopropionate (1 ml), potassium carbonate (1.0 g) and butanone (100 ml) was heated under reflux for a period of 12 hr. The solvent was removed by distillation under reduced pressure and the residue was purified by column chromatography over silica gel (eluant dichloromethane/ethanol 98:2) to give ethyl 2-{4-[N-methyl-N-(6-chloro-2-quinoxalinyl)amino]phenoxy}propionate as an oil.